Dataset: the Open Reaction Database (ORD), a public repository of structured organic reaction records. Task: describe an organic reaction: reactants, conditions, products, and yield Starting materials: [OH-].[Na+] (sodium hydroxide), S(=O)(=O)(OC)OC (dimethyl sulfate), S(=O)(=O)(OC)OC (dimethyl sulfate), [OH-].[Na+] (sodium hydroxide), NC=1C(=C(C(=O)O)C=CC1)C (3-Amino-2-methylbenzoic acid), ( g ), S(O)(O)(=O)=O (sulfuric acid), N(=O)[O-].[Na+] (sodium nitrite). Solvent: CO (methanol), O (water). Run at temperature 55 celsius. Yields the product COC=1C(=C(C(=O)O)C=CC1)C (3-Methoxy-2-Methylbenzoic Acid). As a reaction SMILES: N[C:2]1[C:3]([CH3:11])=[C:4]([CH:8]=[CH:9][CH:10]=1)[C:5]([OH:7])=[O:6].S(=O)(=O)(O)O.N([O-])=O.[Na+].[OH-].[Na+].S(OC)([O:26][CH3:27])(=O)=O>O.CO>[CH3:27][O:26][C:2]1[C:3]([CH3:11])=[C:4]([CH:8]=[CH:9][CH:10]=1)[C:5]([OH:7])=[O:6] |f:2.3,4.5|. Reported procedure: 3-Amino-2-methylbenzoic acid, 140.3 grams (g), 0.93 mole, reacted in four portions) in 5.7 mass equivalents of methanol, was treated with 1.5 mole equivalents of concentrated sulfuric acid. The mixture was heated to 55° C. and 1.05 mole equivalent of sodium nitrite dissolved in twice its mass of water was fed to the reaction over 30 to 45 minutes, maintaining the temperature between 55° and 65° C. Then 4.5 mole equivalents of 25% aqueous sodium hydroxide was added over one-half hour, followed by...